From a dataset of the Open Reaction Database (ORD), a public repository of structured organic reaction records. describe an organic reaction: reactants, conditions, products, and yield Reactants: CS(=O)(=O)O, CCO, COc1cc(N2CCC(N(C)C)CC2)ccc1-c1nc2c(c(C3CCCCC3)nn2C)c(=O)[nH]1. The product is CS(=O)(=O)O, COc1cc(N2CCC(N(C)C)CC2)ccc1-c1nc2c(c(C3CCCCC3)nn2C)c(=O)[nH]1. Reaction SMILES: [CH3:35][S:36]([OH:37])(=[O:38])=[O:39].[CH3:40][CH2:41][OH:42].[CH:1]1([c:7]2[n:8][n:9]([CH3:34])[c:10]3[n:11][c:12](-[c:17]4[c:18]([O:32][CH3:33])[cH:19][c:20]([N:23]5[CH2:24][CH2:25][CH:26]([N:29]([CH3:30])[CH3:31])[CH2:27][CH2:28]5)[cH:21][cH:22]4)[nH:13][c:14](=[O:16])[c:15]23)[CH2:2][CH2:3][CH2:4][CH2:5][CH2:6]1>>[CH3:35][S:36](=[O:37])(=[O:38])[OH:39].[CH:1]1([c:7]2[n:8][n:9]([CH3:34])[c:10]3[n:11][c:12](-[c:17]4[c:18]([O:32][CH3:33])[cH:19][c:20]([N:23]5[CH2:24][CH2:25][CH:26]([N:29]([CH3:30])[CH3:31])[CH2:27][CH2:28]5)[cH:21][cH:22]4)[nH:13][c:14](=[O:16])[c:15]23)[CH2:2][CH2:3][CH2:4][CH2:5][CH2:6]1. Reactants: O=C([O-])[O-], CCc1nc2ccccc2[nH]1, Cn1c(CCN2CCOCC2(C)C)nc2c(N3CCOCC3)nc(Cl)nc21, [Cs+], [Cs+], C1COCCO1, O=C(C=Cc1ccccc1)C=Cc1ccccc1, O=C(C=Cc1ccccc1)C=Cc1ccccc1, O=C(C=Cc1ccccc1)C=Cc1ccccc1, [Pd], [Pd]. Yields the product CCc1nc2ccccc2n1-c1nc(N2CCOCC2)c2nc(CCN3CCOCC3(C)C)n(C)c2n1. Reaction SMILES: [C:39](=[O:40])([O-:41])[O-:42].[CH2:28]([CH3:29])[c:30]1[nH:31][c:32]2[c:33]([n:34]1)[cH:35][cH:36][cH:37][cH:38]2.[Cl:1][c:2]1[n:3][c:4]([N:22]2[CH2:23][CH2:24][O:25][CH2:26][CH2:27]2)[c:5]2[n:6][c:7]([CH2:12][CH2:13][N:14]3[C:15]([CH3:20])([CH3:21])[CH2:16][O:17][CH2:18][CH2:19]3)[n:8]([CH3:11])[c:9]2[n:10]1.[Cs+:43].[Cs+:44].[O:45]1[CH2:46][CH2:47][O:48][CH2:49][CH2:50]1.[O:53]=[C:54]([CH:55]=[CH:56][c:57]1[cH:58][cH:59][cH:60][cH:61][cH:62]1)[CH:63]=[CH:64][c:65]1[cH:66][cH:67][cH:68][cH:69][cH:70]1.[O:71]=[C:72]([CH:73]=[CH:74][c:75]1[cH:76][cH:77][cH:78][cH:79][cH:80]1)[CH:81]=[CH:82][c:83]1[cH:84][cH:85][cH:86][cH:87][cH:88]1.[O:89]=[C:90]([CH:91]=[CH:92][c:93]1[cH:94][cH:95][cH:96][cH:97][cH:98]1)[CH:99]=[CH:100][c:101]1[cH:102][cH:103][cH:104][cH:105][cH:106]1.[Pd:51].[Pd:52]>>[c:2]1(-[n:31]2[c:30]([CH2:28][CH3:29])[n:34][c:33]3[c:32]2[cH:38][cH:37][cH:36][cH:35]3)[n:3][c:4]([N:22]2[CH2:23][CH2:24][O:25][CH2:26][CH2:27]2)[c:5]2[n:6][c:7]([CH2:12][CH2:13][N:14]3[C:15]([CH3:20])([CH3:21])[CH2:16][O:17][CH2:18][CH2:19]3)[n:8]([CH3:11])[c:9]2[n:10]1. The reactants are CCCNCCC, N#C[Na], O=Cc1cccc(Oc2ccccc2)c1. The product is CCCN(CCC)C(C#N)c1cccc(Oc2ccccc2)c1. As a reaction SMILES: [CH2:16]([CH2:17][CH3:18])[NH:19][CH2:20][CH2:21][CH3:22].[Na:23][C:24]#[N:25].[O:1]([c:2]1[cH:3][cH:4][cH:5][cH:6][cH:7]1)[c:8]1[cH:9][c:10]([CH:11]=[O:12])[cH:13][cH:14][cH:15]1>>[O:1]([c:2]1[cH:3][cH:4][cH:5][cH:6][cH:7]1)[c:8]1[cH:9][c:10]([CH:11]([N:19]([CH2:16][CH2:17][CH3:18])[CH2:20][CH2:21][CH3:22])[C:24]#[N:25])[cH:13][cH:14][cH:15]1. Reaction SMILES: [F:4][c:5]1[c:6]([S:14](=[O:15])(=[O:16])[N:17]2[CH2:18][CH2:19][O:20][CH2:21][CH2:22]2)[cH:7][c:8]([C:9](=[O:10])[OH:11])[cH:12][cH:13]1.[Na+:3].[O:23]=[CH:24][N:25]([CH3:26])[CH3:27].[OH2:1].[SH-:2]>>[SH:2][c:5]1[c:6]([S:14](=[O:15])(=[O:16])[N:17]2[CH2:18][CH2:19][O:20][CH2:21][CH2:22]2)[cH:7][c:8]([C:9](=[O:10])[OH:11])[cH:12][cH:13]1. Reactants: O=C(O)c1ccc(F)c(S(=O)(=O)N2CCOCC2)c1, [Na+], CN(C)C=O, O, [SH-]. Yields the product O=C(O)c1ccc(S)c(S(=O)(=O)N2CCOCC2)c1. Starting materials: C(=NC1CCCCC1)=NC1CCCCC1, ClC(Cl)Cl, O=C(O)Cc1ccc(Cl)c(Cl)c1, NC1CCCCC1N1CCCC1, c1ccncc1. Product: Clc1ccc(CCNC2CCCCC2N2CCCC2)cc1Cl. Reaction SMILES: [CH:31]1([N:32]=[C:33]=[N:34][CH:35]2[CH2:36][CH2:37][CH2:38][CH2:39][CH2:40]2)[CH2:41][CH2:42][CH2:43][CH2:44][CH2:45]1.[CH:46]([Cl:47])([Cl:48])[Cl:49].[Cl:19][c:20]1[cH:21][c:22]([CH2:27][C:28]([OH:29])=[O:30])[cH:23][cH:24][c:25]1[Cl:26].[N:1]1([CH:6]2[CH:7]([NH2:12])[CH2:8][CH2:9][CH2:10][CH2:11]2)[CH2:2][CH2:3][CH2:4][CH2:5]1.[cH:13]1[cH:14][cH:15][n:16][cH:17][cH:18]1>>[N:1]1([CH:6]2[CH:7]([NH:12][CH2:28][CH2:27][c:22]3[cH:21][c:20]([Cl:19])[c:25]([Cl:26])[cH:24][cH:23]3)[CH2:8][CH2:9][CH2:10][CH2:11]2)[CH2:2][CH2:3][CH2:4][CH2:5]1.